This data is from the Open Reaction Database (ORD), a public repository of structured organic reaction records. The task is: describe an organic reaction: reactants, conditions, products, and yield Starting materials: [BH3-]C#N, CC1(N2CCC(=O)CC2)CCOCC1, CC(=O)O, ClCCl, Cc1cc(N)c(O)c(F)c1. The product is Cc1cc(F)c(O)c(NC2CCN(C3(C)CCOCC3)CC2)c1. Reaction SMILES: [C:25]([BH3-:26])#[N:27].[CH3:11][C:12]1([N:18]2[CH2:19][CH2:20][C:21](=[O:24])[CH2:22][CH2:23]2)[CH2:13][CH2:14][O:15][CH2:16][CH2:17]1.[CH3:28][C:29](=[O:30])[OH:31].[Cl:32][CH2:33][Cl:34].[NH2:1][c:2]1[c:3]([OH:10])[c:4]([F:9])[cH:5][c:6]([CH3:8])[cH:7]1>>[NH:1]([c:2]1[c:3]([OH:10])[c:4]([F:9])[cH:5][c:6]([CH3:8])[cH:7]1)[CH:21]1[CH2:20][CH2:19][N:18]([C:12]2([CH3:11])[CH2:13][CH2:14][O:15][CH2:16][CH2:17]2)[CH2:23][CH2:22]1. The reactants are COc1ccccc1OC, Cc1ccccc1, [Li]CCCC, C1CCOC1, O=Cc1ccncc1. Reaction SMILES: [CH3:14][O:15][c:16]1[cH:17][cH:18][cH:19][cH:20][c:21]1[O:22][CH3:23].[CH3:29][c:30]1[cH:31][cH:32][cH:33][cH:34][cH:35]1.[Li:1][CH2:2][CH2:3][CH2:4][CH3:5].[O:24]1[CH2:25][CH2:26][CH2:27][CH2:28]1.[n:6]1[cH:7][cH:8][c:9]([CH:12]=[O:13])[cH:10][cH:11]1>>[n:6]1[cH:7][cH:8][c:9]([CH:12]([OH:13])[c:20]2[cH:19][cH:18][cH:17][c:16]([O:15][CH3:14])[c:21]2[O:22][CH3:23])[cH:10][cH:11]1. Product: COc1cccc(C(O)c2ccncc2)c1OC.